Dataset: the Open Reaction Database (ORD), a public repository of structured organic reaction records. Task: describe an organic reaction: reactants, conditions, products, and yield The reactants are ClC1=C(COCCN(C(NC=2SC(=CN2)SCC(C(=O)O)(C)C)=O)[C@@H]2CC[C@H](CC2)C)C=CC=C1 (3-{2-[3-[2-(2-chloro-benzyloxy)-ethyl]-3-(trans-4-methyl-cyclohexyl)-ureido]-thiazol-5-ylsulfanyl}-2,2-dimethyl-propionic acid), BrCC1=C(C=CC=C1)C (1-bromomethyl-2-methyl-benzene), C(C)OC(C(CSC1=CN=C(S1)N)(C)C)=O (3-(2-amino-thiazol-5-ylsulfanyl)-2,2-dimethyl-propionic acid ethyl ester). The product is CC(C(=O)O)(CSC1=CN=C(S1)NC(=O)N([C@@H]1CC[C@H](CC1)C)CCOCC1=C(C=CC=C1)C)C (2,2-Dimethyl-3-{2-[3-[2-(2-methyl-benzyloxy)-ethyl]-3-(trans-4-methyl-cyclohexyl)-ureido]-thiazol-5-ylsulfanyl}-propionic acid). As a reaction SMILES: Cl[C:2]1[CH:35]=[CH:34][CH:33]=[CH:32][C:3]=1[CH2:4][O:5][CH2:6][CH2:7][N:8]([C@H:25]1[CH2:30][CH2:29][C@H:28]([CH3:31])[CH2:27][CH2:26]1)[C:9](=[O:24])[NH:10][C:11]1[S:12][C:13]([S:16][CH2:17][C:18]([CH3:23])([CH3:22])[C:19]([OH:21])=[O:20])=[CH:14][N:15]=1.Br[CH2:37]C1C=CC=CC=1C.C(OC(=O)C(C)(C)CSC1SC(N)=NC=1)C>>[CH3:22][C:18]([CH3:23])([CH2:17][S:16][C:13]1[S:12][C:11]([NH:10][C:9]([N:8]([CH2:7][CH2:6][O:5][CH2:4][C:3]2[CH:32]=[CH:33][CH:34]=[CH:35][C:2]=2[CH3:37])[C@H:25]2[CH2:30][CH2:29][C@H:28]([CH3:31])[CH2:27][CH2:26]2)=[O:24])=[N:15][CH:14]=1)[C:19]([OH:21])=[O:20]. Reported procedure: The compound was prepared following an analogous procedure to the one described for the synthesis of 3-{2-[3-[2-(2-chloro-benzyloxy)-ethyl]-3-(trans-4-methyl-cyclohexyl)-ureido]-thiazol-5-ylsulfanyl}-2,2-dimethyl-propionic acid using 1-bromomethyl-2-methyl-benzene and 3-(2-amino-thiazol-5-ylsulfanyl)-2,2-dimethyl-propionic acid ethyl ester. Starting materials: solid, S1C(SC1)=C(C(=O)OC(C)C)C(=O)C(=O)OOCC (isopropyl 2-(1,3-dithietan-2-ylidene)-2-(ethoxycarboxycarbonyl)acetate), C1=CC(=CC=C1N)O (p-aminophenol). Product: S1C(SC1)=C(C(=O)OC(C)C)C(NC1=CC=C(C=C1)O)=O (Isopropyl 2-(1,3-dithietan-2-ylidene)-2-[N-(4-hydroxyphenyl)carbamoyl]acetate). Reaction SMILES: [S:1]1[CH2:4][S:3][C:2]1=[C:5]([C:12](C(OOCC)=O)=[O:13])[C:6]([O:8][CH:9]([CH3:11])[CH3:10])=[O:7].[CH:20]1[C:25]([NH2:26])=[CH:24][CH:23]=[C:22]([OH:27])[CH:21]=1>>[S:3]1[CH2:4][S:1][C:2]1=[C:5]([C:12](=[O:13])[NH:26][C:25]1[CH:20]=[CH:21][C:22]([OH:27])=[CH:23][CH:24]=1)[C:6]([O:8][CH:9]([CH3:10])[CH3:11])=[O:7]. Procedure: Following the procedure of Example 18, the titled compound was prepared as a white solid (66%) from isopropyl 2-(1,3-dithietan-2-ylidene)-2-(ethoxycarboxycarbonyl)acetate and p-aminophenol. The reactants are COC(=O)C=1C=C2C(=NC1)N(C(=C2)C(=CC2CCCC2)C2=CC(=C(C=C2)C(C)(OC2OCCCC2)C)F)S(=O)(=O)C2=CC=CC=C2 (1-benzenesulfonyl-2-(2-cyclopentyl-1-{3-fluoro-4-[1-methyl-1-(tetrahydro-pyran-2-yloxy)-ethyl]-phenyl}-vinyl)-1H-pyrrolo[2,3-b]pyridin-5-carboxylic acid methyl ester), [F-].C(CCC)[N+](CCCC)(CCCC)CCCC (tetrabutylammonium fluoride). Run in O1CCCC1 (tetrahydrofuran), O1CCCC1 (tetrahydrofuran), C(C)(=O)OCC (ethyl acetate). Yields the product COC(=O)C=1C=C2C(=NC1)NC(=C2)C(=CC2CCCC2)C2=CC(=C(C=C2)C(C)(OC2OCCCC2)C)F (2-(2-cyclopentyl-1-{3-fluoro-4-[1-methyl-1-(tetrahydro-pyran-2-yloxy)-ethyl]-phenyl}-vinyl)-1H-pyrrolo[2,3-b]pyridin-5-carboxylic acid methyl ester). Yield: 65.1%. Reaction SMILES: [CH3:1][O:2][C:3]([C:5]1[CH:6]=[C:7]2[CH:13]=[C:12]([C:14]([C:21]3[CH:26]=[CH:25][C:24]([C:27]([CH3:36])([O:29][CH:30]4[CH2:35][CH2:34][CH2:33][CH2:32][O:31]4)[CH3:28])=[C:23]([F:37])[CH:22]=3)=[CH:15][CH:16]3[CH2:20][CH2:19][CH2:18][CH2:17]3)[N:11](S(C3C=CC=CC=3)(=O)=O)[C:8]2=[N:9][CH:10]=1)=[O:4].[F-].C([N+](CCCC)(CCCC)CCCC)CCC>O1CCCC1.C(OCC)(=O)C>[CH3:1][O:2][C:3]([C:5]1[CH:6]=[C:7]2[CH:13]=[C:12]([C:14]([C:21]3[CH:26]=[CH:25][C:24]([C:27]([CH3:28])([O:29][CH:30]4[CH2:35][CH2:34][CH2:33][CH2:32][O:31]4)[CH3:36])=[C:23]([F:37])[CH:22]=3)=[CH:15][CH:16]3[CH2:17][CH2:18][CH2:19][CH2:20]3)[NH:11][C:8]2=[N:9][CH:10]=1)=[O:4] |f:1.2|. Procedure details: A mixture of 1-benzenesulfonyl-2-(2-cyclopentyl-1-{3-fluoro-4-[1-methyl-1-(tetrahydro-pyran-2-yloxy)-ethyl]-phenyl}-vinyl)-1H-pyrrolo[2,3-b]pyridin-5-carboxylic acid methyl ester (6 g, 9.1 mmol) in tetrahydrofuran (5 mL) and a tetrabutylammonium fluoride solution in tetrahydrofuran (1 M, 15 mL, 15 mmol) was stirred at room temperature for 12 h. The mixture was diluted with ethyl acetate (150 mL), washed with a saturated aqueous ammonium chloride solution and brine, dried over anhydrous sodium su... The reactants are BrB(Br)Br, COc1ccc(-c2cnc3c(NCc4ccc(S(N)(=O)=O)cc4)nccn23)cc1C, ClCCl. Product: Cc1cc(-c2cnc3c(NCc4ccc(S(N)(=O)=O)cc4)nccn23)ccc1O. As a reaction SMILES: [B:31]([Br:32])([Br:33])[Br:34].[CH3:1][O:2][c:3]1[c:4]([CH3:30])[cH:5][c:6](-[c:9]2[cH:10][n:11][c:12]3[n:13]2[cH:14][cH:15][n:16][c:17]3[NH:18][CH2:19][c:20]2[cH:21][cH:22][c:23]([S:26](=[O:27])(=[O:28])[NH2:29])[cH:24][cH:25]2)[cH:7][cH:8]1.[Cl:35][CH2:36][Cl:37]>>[OH:2][c:3]1[c:4]([CH3:30])[cH:5][c:6](-[c:9]2[cH:10][n:11][c:12]3[n:13]2[cH:14][cH:15][n:16][c:17]3[NH:18][CH2:19][c:20]2[cH:21][cH:22][c:23]([S:26](=[O:27])(=[O:28])[NH2:29])[cH:24][cH:25]2)[cH:7][cH:8]1. Starting materials: [BH3-]C#N, C=CCN, CO, O=CC1CCCCC1, Cl, [Na+], O. Product: C=CCNCC1CCCCC1. RXN SMILES: [C:13]([BH3-:14])#[N:15].[CH2:1]([CH:2]=[CH2:3])[NH2:4].[CH3:19][OH:20].[CH:5]1([CH:11]=[O:12])[CH2:6][CH2:7][CH2:8][CH2:9][CH2:10]1.[ClH:17].[Na+:16].[OH2:18]>>[CH2:1]([CH:2]=[CH2:3])[NH:4][CH2:11][CH:5]1[CH2:6][CH2:7][CH2:8][CH2:9][CH2:10]1. Starting materials: C(O)CN (ethanolamine), C1(C=2C(C(N1)=O)=CC=CC2)=O.CCOCC (phthalimide ether), C(C)(=O)OCC (ethyl acetate). Reaction conditions: temperature 60 celsius, time 5 hour. Yields the product C1(=CC=CC=C1)C/C=C/CON ((E)-4-phenyl-2-butenyloxyamine), oxalate salt. Reaction SMILES: C(C[NH2:4])O.C1(=O)NC(=O)[C:7]2=[CH:11][CH:12]=[CH:13][CH:14]=[C:6]12.CC[O:18][CH2:19][CH3:20].C(O[CH2:25][CH3:26])(=O)C>>[C:6]1([CH2:25]/[CH:26]=[CH:20]/[CH2:19][O:18][NH2:4])[CH:7]=[CH:11][CH:12]=[CH:13][CH:14]=1 |f:1.2|. Procedure details: At 60° C. and while stirring, 11.6 g (0.19 mol of ethanolamine is added to 55.5 g (0.19 mol of the phthalimide ether c) in 190 ml of ethyl acetate. After 5 hours, the precipitated N-(hydroxyethyl)-phthalimide is filtered off and 18.8 g of oxalic acid in 30 ml of ethyl acetate is added to the filtrate. There is obtained 95% of theory of (E)-4-phenyl-2-butenyloxyamine as the oxalate salt. Melting point: 127°-129° C. The reactants are IC1=NNC2=NC=NC(=C21)N (3-iodo-1H-pyrazolo[3,4-d]pyrimidin-4-amine), [H-].[Na+] (NaH), ClCC=1C(=NC2=C(C=CC=C2C1)C)C1=C(C=CC=C1)C (3-(chloromethyl)-8-methyl-2-o-tolylquinoline). Run in CN(C)C=O (DMF), CN(C)C=O (DMF). The product is IC1=NN(C2=NC=NC(=C21)N)CC=2C(=NC1=C(C=CC=C1C2)C)C2=C(C=CC=C2)C (3-Iodo-1-((8-methyl-2-o-tolylquinolin-3-yl)methyl)-1H-pyrazolo[3,4-d]pyrimidin-4-amine). Reaction SMILES: [I:1][C:2]1[C:10]2[C:5](=[N:6][CH:7]=[N:8][C:9]=2[NH2:11])[NH:4][N:3]=1.[H-].[Na+].Cl[CH2:15][C:16]1[C:17]([C:27]2[CH:32]=[CH:31][CH:30]=[CH:29][C:28]=2[CH3:33])=[N:18][C:19]2[C:24]([CH:25]=1)=[CH:23][CH:22]=[CH:21][C:20]=2[CH3:26]>CN(C=O)C>[I:1][C:2]1[C:10]2[C:5](=[N:6][CH:7]=[N:8][C:9]=2[NH2:11])[N:4]([CH2:15][C:16]2[C:17]([C:27]3[CH:32]=[CH:31][CH:30]=[CH:29][C:28]=3[CH3:33])=[N:18][C:19]3[C:24]([CH:25]=2)=[CH:23][CH:22]=[CH:21][C:20]=3[CH3:26])[N:3]=1 |f:1.2|. Procedure: Prepared according to Procedure I. A solution of 3-iodo-1H-pyrazolo[3,4-d]pyrimidin-4-amine (400 mg, 1.5 mmol) in DMF (5 mL) at 0° C. was treated with NaH (60%, 67.4 mg, 1.1 eq) for 30 min before addition of a solution of 3-(chloromethyl)-8-methyl-2-o-tolylquinoline (435 mg, 1 eq) in DMF (2 mL). The mixture was stirred at room temperature over night. The reaction mixture was partitioned between DCM (50 mL) and water (50 mL). The insoluble was filtered and washed with DCM and water. The organic l... The reactants are O=C1C=C(NN1)CC(=O)OCC (ethyl (5-oxo-2,5-dihydro-1H-pyrazol-3-yl)acetate), O (water), [OH-].[Na+] (sodium hydroxide), Example 117, CO (methanol). Run in C1CCOC1 (THF). Reaction conditions: temperature 80 celsius. Yields the product O=C1C=C(NN1)CC(=O)O ((5-oxo-2,5-dihydro-1H-pyrazol-3-yl)acetic acid). Yield: 82.0%. As a reaction SMILES: [O:1]=[C:2]1[NH:6][NH:5][C:4]([CH2:7][C:8]([O:10]CC)=[O:9])=[CH:3]1.CO.O.[OH-].[Na+]>C1COCC1>[O:1]=[C:2]1[NH:6][NH:5][C:4]([CH2:7][C:8]([OH:10])=[O:9])=[CH:3]1 |f:3.4|. Procedure details: To a suspension of ethyl (5-oxo-2,5-dihydro-1H-pyrazol-3-yl)acetate obtained in Reference Example 117 (5.00 g, 29.4 mmol) in THF (20 mL)-methanol (20 mL)-water (20 mL) was added 5N aqueous sodium hydroxide solution (11.0 mL, 88.0 mmol) at room temperature, and the mixture was stirred under heating at 80° C. for 3 hr. The reaction mixture allowed to cool to room temperature, and concentrated under reduced pressure, and the residue was diluted with water, and acidified with 6N hydrochloric acid. T... Starting materials: ClCCCBr, O=C([O-])[O-], CC(C)=O, [K+], [K+], COC(=O)C1CC(=O)N(c2ccc(O)cc2)C1. Yields the product COC(=O)C1CC(=O)N(c2ccc(OCCCCl)cc2)C1. As a reaction SMILES: [Br:24][CH2:25][CH2:26][CH2:27][Cl:28].[C:18](=[O:19])([O-:20])[O-:21].[CH3:29][C:30](=[O:31])[CH3:32].[K+:22].[K+:23].[OH:1][c:2]1[cH:3][cH:4][c:5]([N:8]2[CH2:9][CH:10]([C:14](=[O:15])[O:16][CH3:17])[CH2:11][C:12]2=[O:13])[cH:6][cH:7]1>>[O:1]([c:2]1[cH:3][cH:4][c:5]([N:8]2[CH2:9][CH:10]([C:14](=[O:15])[O:16][CH3:17])[CH2:11][C:12]2=[O:13])[cH:6][cH:7]1)[CH2:25][CH2:26][CH2:27][Cl:28]. Reactants: ClC=1C=C2C(=CNC2=CC1Cl)CC(=O)OCC (ethyl 2-(5,6-dichloro-1H-indol-3-yl)acetate), [Li+].[OH-] (LiOH), Cl (HCl). Solvent: C1CCOC1 (THF), O (H2O), O (water). Reaction conditions: time 16 hour. Yields the product ClC=1C=C2C(=CNC2=CC1Cl)CC(=O)O (2-(5,6-Dichloro-1H-indol-3-yl)acetic acid). Yield: 83.8%. Reaction SMILES: [Cl:1][C:2]1[CH:3]=[C:4]2[C:8](=[CH:9][C:10]=1[Cl:11])[NH:7][CH:6]=[C:5]2[CH2:12][C:13]([O:15]CC)=[O:14].[Li+].[OH-].Cl>C1COCC1.O>[Cl:1][C:2]1[CH:3]=[C:4]2[C:8](=[CH:9][C:10]=1[Cl:11])[NH:7][CH:6]=[C:5]2[CH2:12][C:13]([OH:15])=[O:14] |f:1.2|. Procedure details: A mixture of ethyl 2-(5,6-dichloro-1H-indol-3-yl)acetate (120 mg, 0.44 mmol), LiOH (90 mg, 2.20 mmol) in THF (3 mL) and H2O (1 mL) was stirred at RT for 16 h. The solution was poured into water, adjusted pH to 3-4 with 1N HCl and extracted with ethyl acetate. The organic layer was dried over Na2SO4 and concentrated in vacuo to afford the desired product (90 mg, 84.5% yield) as a yellow solid.